This data is from the Open Reaction Database (ORD), a public repository of structured organic reaction records. The task is: describe an organic reaction: reactants, conditions, products, and yield Reactants: [BH4-], ClCCl, CN(CC1CCN(C(=O)OC(C)(C)C)CC1)C(=O)C(F)(F)F, CCO, [Na+], O. The product is CNCC1CCN(C(=O)OC(C)(C)C)CC1. RXN SMILES: [BH4-:23].[CH2:26]([Cl:27])[Cl:28].[CH3:1][N:2]([C:3](=[O:4])[C:5]([F:6])([F:7])[F:8])[CH2:9][CH:10]1[CH2:11][CH2:12][N:13]([C:16](=[O:17])[O:18][C:19]([CH3:20])([CH3:21])[CH3:22])[CH2:14][CH2:15]1.[CH3:29][CH2:30][OH:31].[Na+:24].[OH2:25]>>[CH3:1][NH:2][CH2:9][CH:10]1[CH2:11][CH2:12][N:13]([C:16](=[O:17])[O:18][C:19]([CH3:20])([CH3:21])[CH3:22])[CH2:14][CH2:15]1. The reactants are C(C)(=O)O (acetic acid), [Cr](=O)(=O)([O-])O[Cr](=O)(=O)[O-].[K+].[K+] (potassium dichromate), OC(CNC(=O)[C@H]1O[C@H]([C@@H]2OC(O[C@H]21)(C)C)OC)CC ((3aR,4S,6R,6aR)-N-(2-hydroxybutyl)-6-methoxy-2,2-dimethyltetrahydrofuro[3,4-d][1,3]dioxole4-carboxamide). Solvent: ClCCl (dichloromethane). Reaction conditions: temperature 20 celsius, time 2 hour. The product is CO[C@@H]1O[C@@H]([C@H]2[C@H]1OC(O2)(C)C)C(=O)NCC(CC)=O ((3aR,4S,6R,6aR)-6-methoxy-2,2-dimethyl-N-(2-oxobutyl)tetrahydrofuro[3,4-d][1,3]dioxole4-carboxamide). Yield: 50.5%. As a reaction SMILES: [OH:1][CH:2]([CH2:19][CH3:20])[CH2:3][NH:4][C:5]([C@@H:7]1[C@H:14]2[C@@H:10]([O:11][C:12]([CH3:16])([CH3:15])[O:13]2)[C@H:9]([O:17][CH3:18])[O:8]1)=[O:6].C(O)(=O)C.[Cr](O[Cr]([O-])(=O)=O)([O-])(=O)=O.[K+].[K+]>ClCCl>[CH3:18][O:17][C@H:9]1[C@@H:10]2[O:11][C:12]([CH3:16])([CH3:15])[O:13][C@H:14]2[C@@H:7]([C:5]([NH:4][CH2:3][C:2](=[O:1])[CH2:19][CH3:20])=[O:6])[O:8]1 |f:2.3.4|. Procedure details: To a solution of (3aR,4S,6R,6aR)-N-(2-hydroxybutyl)-6-methoxy-2,2-dimethyltetrahydrofuro[3,4-d][1,3]dioxole4-carboxamide (3.81 g) in anhydrous dichloromethane (115 ml), containing powdered 4 Å molecular sieves (5.7 g) at 0° C., under nitrogen, were added acetic acid (2.59 ml) and potassium dichromate (7.93 g), portionwise. The reaction mixture was stirred at 0° C. for 15 min and at 20° C. for a further 2 h. The mixture was quenched with isopropanol (40 ml) and stirred for 30 min, silica gel (Mer... Starting materials: O=C([O-])[O-], C1COCCO1, CCOC(=O)c1nc2cccnc2n(-c2ccc(OC)cc2)c1=O, [K+], [K+], O. Yields the product COc1ccc(-n2c(=O)c(C(=O)O)nc3cccnc32)cc1. RXN SMILES: [C:25](=[O:26])([O-:27])[O-:28].[CH2:31]1[O:32][CH2:33][CH2:34][O:35][CH2:36]1.[CH3:1][O:2][c:3]1[cH:4][cH:5][c:6](-[n:9]2[c:10]3[c:11]([n:12][c:13]([C:16](=[O:17])[O:18][CH2:19][CH3:20])[c:14]2=[O:15])[cH:21][cH:22][cH:23][n:24]3)[cH:7][cH:8]1.[K+:29].[K+:30].[OH2:37]>>[CH3:1][O:2][c:3]1[cH:4][cH:5][c:6](-[n:9]2[c:10]3[c:11]([n:12][c:13]([C:16](=[O:17])[OH:18])[c:14]2=[O:15])[cH:21][cH:22][cH:23][n:24]3)[cH:7][cH:8]1. Reactants: NC=1C(=NC=CN1)C#N (3-amino-2-pyrazinecarbonitrile), C(C1=CC=CC=C1)OCC(=N)N (2-(benzyloxy)acetamidine). Solvent: C(C)O (ethanol), C(C)O (ethanol). Yields the product NC1=NC(=NC2=NC=CN=C12)COCC1=CC=CC=C1 (4-Amino-2-(benzyloxymethyl)pteridine). RXN SMILES: [NH2:1][C:2]1[C:3]([C:8]#[N:9])=[N:4][CH:5]=[CH:6][N:7]=1.[CH2:10]([O:17][CH2:18][C:19](N)=[NH:20])[C:11]1[CH:16]=[CH:15][CH:14]=[CH:13][CH:12]=1>C(O)C>[NH2:9][C:8]1[C:3]2[C:2](=[N:7][CH:6]=[CH:5][N:4]=2)[N:1]=[C:19]([CH2:18][O:17][CH2:10][C:11]2[CH:16]=[CH:15][CH:14]=[CH:13][CH:12]=2)[N:20]=1. Reported procedure: Obtained using the procedure described in section c of Example 2, starting with 12.0 g )0.10 mole) of 3-amino-2-pyrazinecarbonitrile and 25.0 g (0.15 mole) of 2-(benzyloxy)acetamidine [prepared according to W. J. Haggerty Jr. and W. J. Rost, J. Pharm. Sci. 1969, 58, 50] in 400 ml of absolute ethanol. Refluxing time: 4 hours. Yld: 15.4 g (58%), m.p. 112°-114° C. An analytical sample was obtained by recrystallization from ethanol, followed by washing with dilute hydrochloric acid and finally recry...